Dataset: the Open Reaction Database (ORD), a public repository of structured organic reaction records. Task: describe an organic reaction: reactants, conditions, products, and yield The reactants are COC1=C(C=CC=C1)C1=NN(C2=NC=C(C=C21)C2OC(C(O2)(C)C)(C)C)COC(C(C)(C)C)=O (2,2-dimethyl-propionic acid 3-(2-methoxy-phenyl)-5-(4,4,5,5-tetramethyl-[1,3]dioxolan-2-yl)-pyrazolo[3,4-b]pyridin-1-ylmethyl ester), NC1=C(C(=O)N(C)C)C=C(C=C1)Br (2-amino-5-bromo-N,N-dimethyl-benzamide). The reagents and catalysts are C1=CC=C(C=C1)[PH+](C2=CC=CC=C2)[C]3[CH][CH][CH][CH]3.C1=CC=C(C=C1)[PH+](C2=CC=CC=C2)[C]3[CH][CH][CH][CH]3.C(Cl)Cl.Cl[Pd]Cl.[Fe] (dichloro[1,1′-bis(diphenylphosphino)ferrocene]-palladium(II) dichloromethane adduct). Run in C1CCOC1.C(C)#N (THF Acetonitrile). Run at temperature 100 celsius, time 4 hour. The product is NC1=C(C=C(C=C1)C=1C=C2C(=NC1)N(N=C2C2=C(C=CC=C2)OC)COC(C(C)(C)C)=O)C(N(C)C)=O (2,2-dimethyl-propionic acid 5-(4-amino-3-dimethylcarbamoyl-phenyl)-3-(2-methoxy-phenyl)-pyrazolo[3,4-b]pyridin-1-ylmethyl ester). Yield: 52.7%. As a reaction SMILES: [CH3:1][O:2][C:3]1[CH:8]=[CH:7][CH:6]=[CH:5][C:4]=1[C:9]1[C:17]2[C:12](=[N:13][CH:14]=[C:15](C3OC(C)(C)C(C)(C)O3)[CH:16]=2)[N:11]([CH2:27][O:28][C:29](=[O:34])[C:30]([CH3:33])([CH3:32])[CH3:31])[N:10]=1.[NH2:35][C:36]1[CH:46]=[CH:45][C:44](Br)=[CH:43][C:37]=1[C:38]([N:40]([CH3:42])[CH3:41])=[O:39]>C1COCC1.C(#N)C.C1C=CC([PH+]([C]2[CH][CH][CH][CH]2)C2C=CC=CC=2)=CC=1.C1C=CC([PH+]([C]2[CH][CH][CH][CH]2)C2C=CC=CC=2)=CC=1.C(Cl)Cl.Cl[Pd]Cl.[Fe]>[NH2:35][C:36]1[CH:46]=[CH:45][C:44]([C:15]2[CH:16]=[C:17]3[C:9]([C:4]4[CH:5]=[CH:6][CH:7]=[CH:8][C:3]=4[O:2][CH3:1])=[N:10][N:11]([CH2:27][O:28][C:29](=[O:34])[C:30]([CH3:31])([CH3:33])[CH3:32])[C:12]3=[N:13][CH:14]=2)=[CH:43][C:37]=1[C:38](=[O:39])[N:40]([CH3:41])[CH3:42] |f:2.3,4.5.6.7.8,^1:60,61,62,63,64,78,79,80,81,82|. Procedure: A mixture of 2,2-dimethyl-propionic acid 3-(2-methoxy-phenyl)-5-(4,4,5,5-tetramethyl-[1,3]dioxolan-2-yl)-pyrazolo[3,4-b]pyridin-1-ylmethyl ester (6.5 g, 14 mmol), 2-amino-5-bromo-N,N-dimethyl-benzamide (3.4 g, 14 mmol), dichloro[1,1′-bis(diphenylphosphino)ferrocene]-palladium(II) dichloromethane adduct (511 mg, 0.7 mmol) in THF/Acetonitrile/saturated NaHCO3 (25 ml/25 ml/30 ml) was stirred at 100° C. for 4 hours. The mixture was allowed to cool down to room temperature and then extracted with eth... Reactants: Cl, NC1C2CC3CC1CN(C3)C2, O=C(O)c1cc2sccc2s1. Yields the product Cl, O=C(NC1C2CC3CC1CN(C3)C2)c1cc2sccc2s1. Reaction SMILES: [ClH:1].[N:2]12[CH2:3][CH:4]3[CH:5]([NH2:12])[CH:6]([CH2:7][CH:8]([CH2:9]1)[CH2:10]3)[CH2:11]2.[s:13]1[c:14]2[c:15]([cH:16][c:17]1[C:18](=[O:19])[OH:20])[s:21][cH:22][cH:23]2>>[ClH:1].[N:2]12[CH2:3][CH:4]3[CH:5]([NH:12][C:18]([c:17]4[s:13][c:14]5[c:15]([cH:16]4)[s:21][cH:22][cH:23]5)=[O:19])[CH:6]([CH2:7][CH:8]([CH2:9]1)[CH2:10]3)[CH2:11]2. Starting materials: O=C([O-])[O-], O=C(Cl)OCc1ccccc1, C1COCCO1, COC(=O)C(N)CC(C)C, [Na+], [Na+]. The product is COC(=O)C(CC(C)C)NC(=O)OCc1ccccc1. Reaction SMILES: [C:11](=[O:12])([O-:13])[O-:14].[CH2:17]([c:18]1[cH:19][cH:20][cH:21][cH:22][cH:23]1)[O:24][C:25](=[O:26])[Cl:27].[CH2:28]1[O:29][CH2:30][CH2:31][O:32][CH2:33]1.[CH3:1][O:2][C:3]([CH:4]([NH2:5])[CH2:6][CH:7]([CH3:8])[CH3:9])=[O:10].[Na+:15].[Na+:16]>>[CH3:1][O:2][C:3]([CH:4]([NH:5][C:25]([O:24][CH2:17][c:18]1[cH:19][cH:20][cH:21][cH:22][cH:23]1)=[O:26])[CH2:6][CH:7]([CH3:8])[CH3:9])=[O:10]. Procedure: A mixture of naphthalen-1-ol (1.28 g, 8.91 mmol) and ethyl-2-butynoate (2.0 g, 17.8 mmol) in tetrahydrofuran (13.7 mL) was treated with 1,8-diazabicyclo[5.4.0]undec-7-ene (1.33 mL, 8.91 mmol). The reaction was then heated at 130° C. for 1.5 h. At this time, the reaction was cooled to 25° C. and was stirred at 25° C. overnight. At this time, the reaction was concentrated in vacuo. The residue was dissolved in dichloromethane (40 mL) and was washed with a 2N aqueous hydrochloric acid solution (1×1... Run in O1CCCC1 (tetrahydrofuran). Reactants: C1(=CC=CC2=CC=CC=C12)O (naphthalen-1-ol), C(C)OC(C#CC)=O (ethyl-2-butynoate), N12CCCCCC2=NCCC1 (1,8-diazabicyclo[5.4.0]undec-7-ene). The product is C(C)OC(C=C(C)OC1=CC=CC2=CC=CC=C12)=O (3-(naphthalen-1-yloxy)-but-2-enoic acid ethyl ester). Conditions: temperature 130 celsius, time 8 hour. As a reaction SMILES: [C:1]1([OH:11])[C:10]2[C:5](=[CH:6][CH:7]=[CH:8][CH:9]=2)[CH:4]=[CH:3][CH:2]=1.[CH2:12]([O:14][C:15](=[O:19])[C:16]#[C:17][CH3:18])[CH3:13].N12CCCN=C1CCCCC2>O1CCCC1>[CH2:12]([O:14][C:15](=[O:19])[CH:16]=[C:17]([O:11][C:1]1[C:10]2[C:5](=[CH:6][CH:7]=[CH:8][CH:9]=2)[CH:4]=[CH:3][CH:2]=1)[CH3:18])[CH3:13]. The yield is 50.8%. Reactants: [H-].[H-].[H-].[H-].[Li+].[Al+3] (LAH), C1(=CC=CC=C1)C(C1=CC=C(C=C1)OCCCC(=O)OCC)=C1CC(CC(C1)(C)C)(C)C (Ethyl 4-({4-[phenyl(3,3,5,5-tetramethylcyclohexylidene)methyl]phenyl}oxy)butanoate), [H-].[H-].[H-].[H-].[Li+].[Al+3] (LAH). Solvent: C1CCOC1 (THF). Conditions: time 0.5 hour. The product is C1(=CC=CC=C1)C(C1=CC=C(C=C1)OCCCCO)=C1CC(CC(C1)(C)C)(C)C (4-({4-[Phenyl(3,3,5,5-tetramethylcyclohexylidene)methyl]phenyl}oxy)-1-butanol). Yield: 69.8%. As a reaction SMILES: [H-].[H-].[H-].[H-].[Li+].[Al+3].[C:7]1([C:13](=[C:29]2[CH2:34][C:33]([CH3:36])([CH3:35])[CH2:32][C:31]([CH3:38])([CH3:37])[CH2:30]2)[C:14]2[CH:19]=[CH:18][C:17]([O:20][CH2:21][CH2:22][CH2:23][C:24](OCC)=[O:25])=[CH:16][CH:15]=2)[CH:12]=[CH:11][CH:10]=[CH:9][CH:8]=1>C1COCC1>[C:7]1([C:13](=[C:29]2[CH2:34][C:33]([CH3:36])([CH3:35])[CH2:32][C:31]([CH3:38])([CH3:37])[CH2:30]2)[C:14]2[CH:19]=[CH:18][C:17]([O:20][CH2:21][CH2:22][CH2:23][CH2:24][OH:25])=[CH:16][CH:15]=2)[CH:8]=[CH:9][CH:10]=[CH:11][CH:12]=1 |f:0.1.2.3.4.5|. Reported procedure: The LAH reduction procedure described for 15 (example 5) was utilized using 36 (200 mg, 0.46 mmol), LAH (1 M solution in THF, 1.4 mL, 1.38 mmol) in THF (30 mL). The reaction was stirred for 0.5 h. Standard aqueous work-up followed by purification gave 126 mg (70%) of the title product 37 as a white solid. 1H NMR (400 MHz, CDCl3): δ 7.28-7.24 (m, 2H), 7.18-7.14 (m, 3H), 7.07 (d, J=8.4 Hz, 2H), 6.79 (d, J=8.4 Hz, 2H), 3.97 (t, J=6.0 Hz, 2H), 3.71 (br m, 2H), 1.98 (s, 2H), 1.95 (s, 2H), 1.88-1.84 (... The reactants are ClCC=1C=C(C=CC1O)CC(=O)O (3-chloromethyl-4-hydroxybenzeneacetic acid), [N-]=[N+]=[N-].[Na+] (sodium azide). Run in O (water). Yields the product N(=[N+]=[N-])CC=1C=C(C=CC1O)CC(=O)O (3-Azidomethyl-4-hydroxybenzeneacetic acid). As a reaction SMILES: Cl[CH2:2][C:3]1[CH:4]=[C:5]([CH2:10][C:11]([OH:13])=[O:12])[CH:6]=[CH:7][C:8]=1[OH:9].[N-:14]=[N+:15]=[N-:16].[Na+]>O>[N:14]([CH2:2][C:3]1[CH:4]=[C:5]([CH2:10][C:11]([OH:13])=[O:12])[CH:6]=[CH:7][C:8]=1[OH:9])=[N+:15]=[N-:16] |f:1.2|. Reported procedure: A solution of 3-chloromethyl-4-hydroxybenzeneacetic acid (0.1 mole) and sodium azide (0.1 mole) in 250 ml of water is stirred at room temperature for about 16 hours. Removal of the solvent gives the title compound combined with sodium chloride. The reactants are O (water), ClC=1C=C(C=CC1I)NCC1=C(C=C(C=C1)C(F)(F)F)C=1C=CC(=NC1)C(=O)NCCC(=O)OCC (Ethyl 3-(5-(2-(((3-chloro-4-iodophenyl)amino)methyl)-5-(trifluoromethyl)phenyl)picolinamido)propanoate), FC1=C(C=C(C=C1)B(O)O)C(F)(F)F ((4-fluoro-3-(trifluoromethyl)phenyl)boronic acid), C(=O)([O-])[O-].[K+].[K+] (K2CO3). The reagents and catalysts are C1=CC=C(C=C1)P([C-]2C=CC=C2)C3=CC=CC=C3.C1=CC=C(C=C1)P([C-]2C=CC=C2)C3=CC=CC=C3.Cl[Pd]Cl.[Fe+2] (Pd(dppf)Cl2). Solvent: O1CCOCC1 (1,4-dioxane), CCOC(=O)C (EtOAc). Yields the product ClC1=C(C=CC(=C1)NCC1=C(C=C(C=C1)C(F)(F)F)C=1C=CC(=NC1)C(=O)NCCC(=O)O)C1=CC(=C(C=C1)F)C(F)(F)F (3-(5-(2-(((2-chloro-4′-fluoro-3′-(trifluoromethyl)-[1,1′-biphenyl]-4-yl)amino)methyl)-5-(trifluoromethyl)phenyl)picolinamido)propanoic acid). Reaction SMILES: [Cl:1][C:2]1[CH:3]=[C:4]([NH:9][CH2:10][C:11]2[CH:16]=[CH:15][C:14]([C:17]([F:20])([F:19])[F:18])=[CH:13][C:12]=2[C:21]2[CH:22]=[CH:23][C:24]([C:27]([NH:29][CH2:30][CH2:31][C:32]([O:34]CC)=[O:33])=[O:28])=[N:25][CH:26]=2)[CH:5]=[CH:6][C:7]=1I.[F:37][C:38]1[CH:43]=[CH:42][C:41](B(O)O)=[CH:40][C:39]=1[C:47]([F:50])([F:49])[F:48].C([O-])([O-])=O.[K+].[K+].O>O1CCOCC1.CCOC(C)=O.C1C=CC(P(C2C=CC=CC=2)[C-]2C=CC=C2)=CC=1.C1C=CC(P(C2C=CC=CC=2)[C-]2C=CC=C2)=CC=1.Cl[Pd]Cl.[Fe+2]>[Cl:1][C:2]1[CH:3]=[C:4]([NH:9][CH2:10][C:11]2[CH:16]=[CH:15][C:14]([C:17]([F:20])([F:18])[F:19])=[CH:13][C:12]=2[C:21]2[CH:22]=[CH:23][C:24]([C:27]([NH:29][CH2:30][CH2:31][C:32]([OH:34])=[O:33])=[O:28])=[N:25][CH:26]=2)[CH:5]=[CH:6][C:7]=1[C:41]1[CH:42]=[CH:43][C:38]([F:37])=[C:39]([C:47]([F:50])([F:49])[F:48])[CH:40]=1 |f:2.3.4,8.9.10.11|. Reported procedure: Ethyl 3-(5-(2-(((3-chloro-4-iodophenyl)amino)methyl)-5-(trifluoromethyl)phenyl)picolinamido)propanoate (300 mg, 0.48 mmol), (4-fluoro-3-(trifluoromethyl)phenyl)boronic acid (138 mg, 0.67 mmol), Pd(dppf)Cl2 (39 mg, 0.05 mmol), and K2CO3 (131 mg, 0.95 mmol) were dissolved in 1,4-dioxane (1.6 mL) and water (0.4 mL) and the resulting mixture was heated to 80° C. After 16 h the resulting mixture was cooled to room temperature, diluted with EtOAc, washed with water and brine, dried (Na2SO4), and dry p... Starting materials: NC=1C(=NC=NC1SC)N(C)C (5-Amino-4-dimethylamino-6-methylthiopyrimidine), C(CCCCCCC\C=C/CCCCCCCC)(=O)Cl (oleoyl chloride). The product is CN(C1=NC=NC(=C1NC(CCCCCCC\C=C/CCCCCCCC)=O)SC)C (N-(4-dimethylamino-6-methylthiopyrimidin-5-yl)-cis-9-octadecenamide). RXN SMILES: [NH2:1][C:2]1[C:3]([N:10]([CH3:12])[CH3:11])=[N:4][CH:5]=[N:6][C:7]=1[S:8][CH3:9].[C:13](Cl)(=[O:31])[CH2:14][CH2:15][CH2:16][CH2:17][CH2:18][CH2:19][CH2:20]/[CH:21]=[CH:22]\[CH2:23][CH2:24][CH2:25][CH2:26][CH2:27][CH2:28][CH2:29][CH3:30]>>[CH3:12][N:10]([CH3:11])[C:3]1[C:2]([NH:1][C:13](=[O:31])[CH2:14][CH2:15][CH2:16][CH2:17][CH2:18][CH2:19][CH2:20]/[CH:21]=[CH:22]\[CH2:23][CH2:24][CH2:25][CH2:26][CH2:27][CH2:28][CH2:29][CH3:30])=[C:7]([S:8][CH3:9])[N:6]=[CH:5][N:4]=1. Procedure: 5-Amino-4-dimethylamino-6-methylthiopyrimidine (prepared by reacting 5-amino-4-dimethylamino-6-chloropyrimidine with sodium thiomethoxide) was coupled with oleoyl chloride using the procedure described in Example 4 to give the title compound. Starting materials: C=1C=C(C=C(C1)C)N(C)C. The reagents and catalysts are OC(C)(C)C(O)(C)C, O1BOC=2C=CC=CC12, N(CC)(CC)CC, FC=1C(F)=C(F)C(B(C=2C(F)=C(F)C(F)=C(F)C2F)C=3C(F)=C(F)C(F)=C(F)C3F)=C(F)C1F. Solvent: C=1C=CC(=CC1)C. Reaction conditions: temperature 120 celsius, time 48 hour. Yields the product O1B(OC(C)(C)C1(C)C)C2=CC=C(C=C2C)N(C)C. Isolated yield 75.0%. Reported procedure: Prepared from N,N,3-trimethylaniline (1e, 13.5 mg, 0.100 mmol, 1.00 equiv) and catBH (18.0 mg, 0.150 mmol, 1.50 equiv) according to GP 1. The title compound was purified by flash column chromatography using cyclohexane/EtOAc/Et3N (30/1/1) as eluent to afford 3e (19.6 mg, 75%) as a white solid. Starting materials: O.NC1CCN(CC1)CCC1=CNC2=CC=CC=C12 (3-[2-(4-amino-1-piperidyl)ethyl]indole monohydrate), COC=1C=C(C=CC1)S(=O)(=O)Cl (m-methoxybenzenesulphonyl chloride). Product: COC=1C=C(C=CC1)S(=O)(=O)NC1CCN(CC1)CCC1=CNC2=CC=CC=C12 (3-[2-(4-m-Methoxybenzenesulphonamido-1-piperidyl)ethyl]indole). As a reaction SMILES: O.[NH2:2][CH:3]1[CH2:8][CH2:7][N:6]([CH2:9][CH2:10][C:11]2[C:19]3[C:14](=[CH:15][CH:16]=[CH:17][CH:18]=3)[NH:13][CH:12]=2)[CH2:5][CH2:4]1.[CH3:20][O:21][C:22]1[CH:23]=[C:24]([S:28](Cl)(=[O:30])=[O:29])[CH:25]=[CH:26][CH:27]=1>>[CH3:20][O:21][C:22]1[CH:23]=[C:24]([S:28]([NH:2][CH:3]2[CH2:8][CH2:7][N:6]([CH2:9][CH2:10][C:11]3[C:19]4[C:14](=[CH:15][CH:16]=[CH:17][CH:18]=4)[NH:13][CH:12]=3)[CH2:5][CH2:4]2)(=[O:30])=[O:29])[CH:25]=[CH:26][CH:27]=1 |f:0.1|. Procedure details: Using an analogous procedure to Example 1 3-[2-(4-amino-1-piperidyl)ethyl]indole monohydrate may be reacted with m-methoxybenzenesulphonyl chloride to give the title compound.